From a dataset of the Open Reaction Database (ORD), a public repository of structured organic reaction records. describe an organic reaction: reactants, conditions, products, and yield Starting materials: S(=O)(Cl)Cl (thionyl chloride), C[C@@H]1CC[C@H](CC1)NC(=O)C=1C=NC2=CC=C(C=C2C1Cl)C(F)(F)F (N-(trans-4-methylcyclohexyl)-4-chloro-6-trifluoromethylquinoline-3-carboxamide). Run in C(C)N(CC)CC (triethylamine). The product is 4-Hydroxy-6-trifluoromethyl-3-carboxylic acid, Cl.C[C@@H]1CC[C@H](CC1)N (trans-4-methylcyclohexylamine hydrochloride). As a reaction SMILES: S(Cl)([Cl:3])=O.[CH3:5][C@H:6]1[CH2:11][CH2:10][C@H:9]([NH:12]C(C2C=NC3C(C=2Cl)=CC(C(F)(F)F)=CC=3)=O)[CH2:8][CH2:7]1>C(N(CC)CC)C>[ClH:3].[CH3:5][C@H:6]1[CH2:11][CH2:10][C@H:9]([NH2:12])[CH2:8][CH2:7]1 |f:3.4|. Reported procedure: 4-Hydroxy-6-trifluoromethyl-3-carboxylic acid (514 mg, 2 mmol), thionyl chloride, trans-4-methylcyclohexylamine hydrochloride (225 mg, 1.5 mmol), and triethylamine (2 mL) afforded crude N-(trans-4-methylcyclohexyl)-4-chloro-6-trifluoromethylquinoline-3-carboxamide: Yields the product CC(C)(C)OC(=O)N1CCCC(C(O)c2cn(C(c3ccccc3)(c3ccccc3)c3ccccc3)cn2)C1=O. Reactants: O=Cc1cn(C(c2ccccc2)(c2ccccc2)c2ccccc2)cn1, CC(C)[N-]C(C)C, [Cl-], [Li+], [NH4+], C1CCOC1, CC(C)(C)OC(=O)N1CCCCC1=O. As a reaction SMILES: [C:23]([c:24]1[cH:25][cH:26][cH:27][cH:28][cH:29]1)([c:30]1[cH:31][cH:32][cH:33][cH:34][cH:35]1)([c:36]1[cH:37][cH:38][cH:39][cH:40][cH:41]1)[n:42]1[cH:43][n:44][c:45]([CH:47]=[O:48])[cH:46]1.[CH:1]([N-:2][CH:3]([CH3:4])[CH3:5])([CH3:6])[CH3:7].[Cl-:49].[Li+:8].[NH4+:50].[O:51]1[CH2:52][CH2:53][CH2:54][CH2:55]1.[O:9]=[C:10]1[N:11]([C:16](=[O:17])[O:18][C:19]([CH3:20])([CH3:21])[CH3:22])[CH2:12][CH2:13][CH2:14][CH2:15]1>>[O:9]=[C:10]1[N:11]([C:16](=[O:17])[O:18][C:19]([CH3:20])([CH3:21])[CH3:22])[CH2:12][CH2:13][CH2:14][CH:15]1[CH:47]([c:45]1[n:44][cH:43][n:42]([C:23]([c:24]2[cH:25][cH:26][cH:27][cH:28][cH:29]2)([c:30]2[cH:31][cH:32][cH:33][cH:34][cH:35]2)[c:36]2[cH:37][cH:38][cH:39][cH:40][cH:41]2)[cH:46]1)[OH:48]. Reactants: solution, C(CCCC)O (1-pentanol), C1(=CC=CC=C1)P(C1=CC=CC=C1)C1=CC=CC=C1 (triphenylphosphine), C1(C=2C(C(N1)=O)=CC=CC2)=O (phthalimide), N(=NC(=O)OC)C(=O)OC (dimethyl azodicarboxylate). Run in O1CCCC1 (tetrahydrofuran). Reaction conditions: time 1 hour. Product: C(CCCC)C1=C2C(C(=O)NC2=O)=CC=C1 (pentylphthalimide). Yield: 64.6%. RXN SMILES: [CH2:1](O)[CH2:2][CH2:3][CH2:4][CH3:5].C1(P(C2C=CC=CC=2)C2C=CC=CC=2)C=CC=CC=1.[C:26]1(=[O:36])[NH:30][C:29](=[O:31])[C:28]2=[CH:32][CH:33]=[CH:34][CH:35]=[C:27]12.N(C(OC)=O)=NC(OC)=O>O1CCCC1>[CH2:1]([C:35]1[CH:34]=[CH:33][CH:32]=[C:28]2[C:29]([NH:30][C:26](=[O:36])[C:27]=12)=[O:31])[CH2:2][CH2:3][CH2:4][CH3:5]. Procedure details: To solution (60 ml) of 5-(N-tert.butyloxycarbonyl, N-ethylamino)-1-pentanol (4.7 g) in anhydrous tetrahydrofuran were added triphenylphosphine (7.8 g) and phthalimide (4.4 g). To the solution was added dropwise dimethyl azodicarboxylate (5.2 g) with stirring under ice cooling. After stirring was made for one hour, the solvent was distilled off under reduced pressure. The residue was extracted with n-hexane-ethyl acetate (2:1). Solution extracted was washed with water and the solvent was distille... The reactants are CN(C)C=O (DMF), C(C)N (ethyl amine), C1(CCCCC1)CCCCNC(=O)C=1N=C(OC1)[C@H]1[C@H]([C@@H]2CCC1O2)CC2=C(C=CC(=C2)F)CCC(=O)O (3-(2-{(1S,2R,3S)-3-[4-(4-Cyclohexyl-butylcarbamoyl)-oxazol-2yl]-7-oxa-bicyclo[2.2.1]hept-2-ylmethyl}-4-fluoro-phenyl)-propionic acid), Cl.CN(CCCN=C=NCC)C (EDCI), amide. Reagents/catalysts: CN(C)C=1C=CN=CC1 (DMAP). Solvent: C(C)(=O)OCC (ethyl acetate). Run at time 23 hour. Product: C1(CCCCC1)CCCCNC(=O)C=1N=C(OC1)C1C2CCC(C1CC1=C(C=CC(=C1)F)CCC(NCC)=O)O2 (2-{3-[2-(2-Ethylcarbamoyl-ethyl)-5-fluoro-benzyl]-7-oxa-bicyclo[2.2.1]hept-2-yl}-oxazole-4-carboxylic acid (4-cyclohexyl-butyl)-amide). Isolated yield 20.8%. RXN SMILES: CN(C=O)C.[CH2:6]([NH2:8])[CH3:7].[CH:9]1([CH2:15][CH2:16][CH2:17][CH2:18][NH:19][C:20]([C:22]2[N:23]=[C:24]([C@@H:27]3[CH:32]4[O:33][C@@H:29]([CH2:30][CH2:31]4)[C@@H:28]3[CH2:34][C:35]3[CH:40]=[C:39]([F:41])[CH:38]=[CH:37][C:36]=3[CH2:42][CH2:43][C:44]([OH:46])=O)[O:25][CH:26]=2)=[O:21])[CH2:14][CH2:13][CH2:12][CH2:11][CH2:10]1.Cl.CN(C)CCCN=C=NCC>CN(C1C=CN=CC=1)C.C(OCC)(=O)C>[CH:9]1([CH2:15][CH2:16][CH2:17][CH2:18][NH:19][C:20]([C:22]2[N:23]=[C:24]([CH:27]3[CH:28]([CH2:34][C:35]4[CH:40]=[C:39]([F:41])[CH:38]=[CH:37][C:36]=4[CH2:42][CH2:43][C:44](=[O:46])[NH:8][CH2:6][CH3:7])[CH:29]4[O:33][CH:32]3[CH2:31][CH2:30]4)[O:25][CH:26]=2)=[O:21])[CH2:14][CH2:13][CH2:12][CH2:11][CH2:10]1 |f:3.4|. Procedure details: DMF (0.22 mL) and ethyl amine (77 μL, 0.15 mmol) were added to 3-(2-{(1S,2R,3S)-3-[4-(4-Cyclohexyl-butylcarbamoyl)-oxazol-2yl]-7-oxa-bicyclo[2.2.1]hept-2-ylmethyl}-4-fluoro-phenyl)-propionic acid (1) (28 mg, 0.053 mmol), EDCI [1-(3-dimehylaminopropyl)-3-ethylcarbodiimide hydrochloride] (17 mg, 0.089 mmol) and DMAP (8 mg, 0.065 mmol). The solution was stirred for 23 h and then was diluted with 15 mL ethyl acetate and washed with HCl (1 M, 3×15 mL). The ethyl acetate solution was then dried (Na2SO... Product: CC(=O)Oc1ccc2cc(C(=O)O)ccc2c1. The reactants are CC(=O)OC(C)=O, CC(=O)O, O, O=C(O)c1ccc2cc(O)ccc2c1. As a reaction SMILES: [CH3:15][C:16](=[O:17])[O:18][C:19](=[O:20])[CH3:21].[CH3:23][C:24](=[O:25])[OH:26].[OH2:22].[OH:1][c:2]1[cH:3][c:4]2[cH:5][cH:6][c:7]([C:12](=[O:13])[OH:14])[cH:8][c:9]2[cH:10][cH:11]1>>[O:1]([c:2]1[cH:3][c:4]2[cH:5][cH:6][c:7]([C:12](=[O:13])[OH:14])[cH:8][c:9]2[cH:10][cH:11]1)[C:16]([CH3:15])=[O:17]. The reactants are (+)-(4aR)-(10bR)-4-methyl-10b-methyl-1,2,3,4,4a,-5,6,10b-octahydrobenzo[f]quinolin-3-one 8-boronic acid, tetrakis (triphenylphosphine)palladium (0), ClC=1NC2=C(N1)C=CC=C2 (2-chlorobenzimidazole), C([O-])([O-])=O.[Na+].[Na+] (sodium carbonate), C1CCOC1 (THF). The reagents and catalysts are [Pd] (palladium). The solvent is C(Cl)(Cl)Cl (chloroform). Conditions: time 16 hour. Product: CN1C(CC[C@@]2(C3=C(CC[C@@H]12)C=C(C=C3)C=3NC1=C(N3)C=CC=C1)C)=O ((+)-(4aR)-(10bR)-4-methyl-8-(2-benzimidazolyl)-10b-methyl-1,2,3,4,4a,5,6,10b-octahydrobenzo[f]quinolin-3-one). Yield: 25.0%. Reaction SMILES: Cl[C:2]1[NH:3][C:4]2[CH:10]=[CH:9][CH:8]=[CH:7][C:5]=2[N:6]=1.[C:11](=[O:14])([O-])[O-].[Na+].[Na+].[CH2:17]1[CH2:21]O[CH2:19][CH2:18]1>C(Cl)(Cl)Cl.[Pd]>[CH3:2][N:3]1[C@H:4]2[C@@:17]([CH3:21])([C:17]3[CH:21]=[CH:9][C:8]([C:2]4[NH:3][C:4]5[CH:10]=[CH:9][CH:8]=[CH:7][C:5]=5[N:6]=4)=[CH:7][C:18]=3[CH2:19][CH2:5]2)[CH2:18][CH2:19][C:11]1=[O:14] |f:1.2.3|. Procedure: A 15 mL round bottom flask was charged with (+)-(4aR)-(10bR)-4-methyl-10b-methyl-1,2,3,4,4a,-5,6,10b-octahydrobenzo[f]quinolin-3-one-8-boronic acid (187 mg, 0.65 mmol), tetrakis (triphenylphosphine)palladium (0) (23 mg, 0.02 mmol), 2-chlorobenzimidazole (104 mg, 0.68 mmol), 0.65 mL of 2M sodium carbonate solution and 2 mL of THF, fitted with a reflux condenser, and the stirred mixture was heated at 80°, under nitrogen, for 24 h. An additional 23 mg of the palladium reagent was added, and let sti... Starting materials: COC1=CC2=C(OC(C2)CC(=O)O)C=C1 (5-methoxy-2,3-dihydro-3-benzofuranacetic acid), CN(C)C=O (DMF), S(=O)(Cl)Cl (thionyl chloride). Solvent: ClCCl (dichloromethane). Conditions: temperature 80 celsius, time 10 minute. Yields the product COC1=CC2=C(OC(C2)CN)C=C1 (5-Methoxy-2,3-dihydro-3-benzofuranmethylamine). As a reaction SMILES: [CH3:1][O:2][C:3]1[CH:15]=[CH:14][C:6]2[O:7][CH:8]([CH2:10]C(O)=O)[CH2:9][C:5]=2[CH:4]=1.C[N:17](C=O)C.S(Cl)(Cl)=O>ClCCl>[CH3:1][O:2][C:3]1[CH:15]=[CH:14][C:6]2[O:7][CH:8]([CH2:10][NH2:17])[CH2:9][C:5]=2[CH:4]=1. Procedure: To 81 g of 5-methoxy-2,3-dihydro-3-benzofuranacetic acid in 250 ml of dichloromethane were added 0.5 ml of DMF and 48 ml of thionyl chloride. The mixture was stirred for 10 minutes and then heated at reflux for 1 hour. Dichloromethane and thionyl chloride were evaporated, and remaining traces of thionyl chloride were removed by evaporation with n-heptane. The resulting acid chloride was dissolved in 240 ml of acetone and added dropwise to a stirred solution of 25.5 g of NaN3 in 120 ml of water a... The reactants are ClC=1C=NC=C(C1N1CCC(CC1)C(=O)N)Cl (1-(3,5-dichloropyridin-4-yl)piperidine-4-carboxamide), COC=1C=CC(=CC1)P2(=S)SP(=S)(S2)C=3C=CC(=CC3)OC (Lawesson's reagent), C(O)([O-])=O.[Na+] (sodium hydrogen carbonate). The solvent is C1CCOC1 (THF). Yields the product ClC=1C=NC=C(C1N1CCC(CC1)C(N)=S)Cl (1-(3,5-dichloropyridin-4-yl)piperidine-4-carbothioamide). Yield: 48.2%. RXN SMILES: [Cl:1][C:2]1[CH:3]=[N:4][CH:5]=[C:6]([Cl:17])[C:7]=1[N:8]1[CH2:13][CH2:12][CH:11]([C:14]([NH2:16])=O)[CH2:10][CH2:9]1.COC1C=CC(P2(SP(C3C=CC(OC)=CC=3)(=S)S2)=[S:27])=CC=1.C(=O)([O-])O.[Na+]>C1COCC1>[Cl:1][C:2]1[CH:3]=[N:4][CH:5]=[C:6]([Cl:17])[C:7]=1[N:8]1[CH2:13][CH2:12][CH:11]([C:14](=[S:27])[NH2:16])[CH2:10][CH2:9]1 |f:2.3|. Procedure details: To a solution of 1-(3,5-dichloropyridin-4-yl)piperidine-4-carboxamide 23 (40 mg, 0.15 mmol) in THF (2 mL) was added Lawesson's reagent (71 mg, 0.18 mmol) and the mixture was heated at reflux for 2.5 h. After cooling to r.t. the mixture was poured into a saturated solution of sodium hydrogen carbonate (20 mL) and extracted with EtOAc (2×20 mL). The combined organic extracts were washed with water (20 mL), brine (20 mL), dried (MgSO4) and concentrated under reduced pressure. The crude product was ... The reactants are ClC(C(O)O)(Cl)Cl (chloral hydrate), Cl.NO (hydroxylamine hydrochloride), N1C(C(C2=CC=C3C(=C12)CCCC3)=O)=O (6,7,8,9-Tetrahydro-1H-benzo[g]indole-2,3-dione), NC1=C2CCCC2=CC=C1 (4-aminoindane), S(=O)(=O)([O-])[O-].[Na+].[Na+] (sodium sulfate). Product: C1=CC=C(C=C1)NC(=O)/C=N/O (isonitrosoacetanilide), solid. The yield is 66.0%. Reaction SMILES: [NH:1]1[C:9]2[C:4](=[CH:5][CH:6]=[C:7]3CCCC[C:8]3=2)[C:3](=O)[C:2]1=[O:15].NC1C=CC=C2C=1CCC2.ClC(Cl)(Cl)C(O)O.Cl.[NH2:34][OH:35].S([O-])([O-])(=O)=O.[Na+].[Na+]>>[CH:6]1[CH:5]=[CH:4][C:9]([NH:1][C:2](/[CH:3]=[N:34]/[OH:35])=[O:15])=[CH:8][CH:7]=1 |f:3.4,5.6.7|. Reported procedure: This was synthesized according to the procedure described above for intermediate 6. The isonitrosoacetanilide was prepared by reacting 4-aminoindane 8, (7.04 g, 52.9 mmol) with chloral hydrate (10.5 g, 63.4 mmol) and hydroxylamine hydrochloride (13.2 g, 0.190 mol) in the presence of sodium sulfate (75 g, 0.53 mol). Pure product 9 was obtained as a brown solid (7.18 g, 66% yield): 1H NMR (400 MHz, DMSO-D6) δ 2.00 (m, 2H) 2.80 (t, J=7.3 Hz, 2H) 2.88 (t, J=7.6 Hz, 2H) 7.05 (d, J=6.8 Hz, 1H) 7.12 (t...